The task is: describe an organic reaction: reactants, conditions, products, and yield. This data is from the Open Reaction Database (ORD), a public repository of structured organic reaction records. The reactants are ClCCl, O=C1OC(=O)c2cc([N+](=O)[O-])ccc21, CC(C)(N)CO, O. Product: CC(C)(CO)N1Cc2ccc([N+](=O)[O-])cc2C1. RXN SMILES: [Cl:22][CH2:23][Cl:24].[N+:1](=[O:2])([O-:3])[c:4]1[cH:5][c:6]2[c:7]([cH:13][cH:14]1)[C:8](=[O:12])[O:10][C:11]2=[O:9].[NH2:15][C:16]([CH2:17][OH:18])([CH3:19])[CH3:20].[OH2:21]>>[N+:1](=[O:2])([O-:3])[c:4]1[cH:5][c:6]2[c:7]([cH:13][cH:14]1)[CH2:8][N:15]([C:16]([CH2:17][OH:18])([CH3:19])[CH3:20])[CH2:11]2. Starting materials: ClC1=C(C=NC2=C(C(=CC=C12)Cl)C)C(=O)N (4.7-Dichloro-8-methyl-3-quinolinecarboxamide), O1CCC=2C1=CC=CC2N (2,3-dihydro-1-benzofuran-4-amine), Cl.IC=1C=C2C(=C(C=NC2=CC1)C(=O)N)NC1=CC(=CC=C1)OC (6-Iodo-4-{[3-(methyloxy)phenyl]amino}-3-quinolinecarboxamide hydrochloride). Solvent: C(C)#N (acetonitrile). Yields the product Cl.ClC1=CC=C2C(=C(C=NC2=C1C)C(=O)N)NC1=CC=CC2=C1CCO2 (7-Chloro-4-(2,3-dihydro-1-benzofuran-4-ylamino)-8-methyl-3-quinolinecarboxamide hydrochloride). As a reaction SMILES: [Cl:1][C:2]1[C:11]2[C:6](=[C:7]([CH3:13])[C:8]([Cl:12])=[CH:9][CH:10]=2)[N:5]=[CH:4][C:3]=1[C:14]([NH2:16])=[O:15].[O:17]1[C:21]2=[CH:22][CH:23]=[CH:24][C:25]([NH2:26])=[C:20]2[CH2:19][CH2:18]1.Cl.IC1C=C2C(=CC=1)N=CC(C(N)=O)=C2NC1C=CC=C(OC)C=1>C(#N)C>[ClH:1].[Cl:12][C:8]1[C:7]([CH3:13])=[C:6]2[C:11]([C:2]([NH:26][C:25]3[C:20]4[CH2:19][CH2:18][O:17][C:21]=4[CH:22]=[CH:23][CH:24]=3)=[C:3]([C:14]([NH2:16])=[O:15])[CH:4]=[N:5]2)=[CH:10][CH:9]=1 |f:2.3,5.6|. Reported procedure: Intermediate 104 was prepared from Intermediate 68 using 2,3-dihydro-1-benzofuran-4-amine in a similar manner to Intermediate 14, using acetonitrile as solvent. Starting materials: C1(=CC=C(C=C1)S(=O)(=O)Cl)C (p-toluenesulfonyl chloride), N1=CC=CC=C1 (pyridine), O (water), N1=CC=CC=C1 (pyridine). Conditions: time 15 hour. The product is C1CCCC2=CC=CC=C12 (1,2,3,4-tetrahydronaphthalene). RXN SMILES: [C:1]1([CH3:11])[CH:6]=[CH:5][C:4](S(Cl)(=O)=O)=[CH:3][CH:2]=1.O.N1C=C[CH:16]=[CH:15][CH:14]=1>>[CH2:5]1[C:6]2[C:1](=[CH:11][CH:14]=[CH:15][CH:16]=2)[CH2:2][CH2:3][CH2:4]1. Reported procedure: To a solution of the above compound (11 g; 57.6 mmol) in pyridine (20 ml) at 0° C. was added, dropwise a solution of p-toluenesulfonyl chloride (11 g; 57.7 mmol) in pyridine (20 ml). The mixture was left at ambient temperature for 15 hours, then poured into water and extracted with CH2Cl2. The organic phase was washed with 2N HCl and 0.5N NaHC3, dried over MgSO4 and evaporated to give -methoxy-1-tosyloxyimino-,1,2,3,4-tetrahydronaphthalene as a brown solid (16 g; 100%). Reactants: C([O-])(O)=O.[Na+] (sodium bicarbonate), ClC=1C=NC=C(C1CCC1=CC=C(C2=C1CC(O2)(C)C)OC)Cl (4-[2-(3,5-Dichloro-4-pyridyl)ethyl]-7-methoxy-2,2-dimethyl-2,3-dihydrobenzofuran), ClC=1C=NC=C(C1CC(O)C1=CC=C(C2=C1CC(O2)(C)C)OC)Cl ((±)-4-[2-(3,5-Dichloro-4-pyridyl)-1-hydroxyethyl]-7-methoxy-2,2-dimethyl-2,3-dihydrobenzofuran), C[Si](C)(C)C#N (trimethylsilylcyanide). Solvent: C(Cl)Cl (methylene chloride). Conditions: temperature 0 celsius, time 2 hour. Product: C(#N)C(CC1=C(C=NC=C1Cl)Cl)C1=CC=C(C2=C1CC(O2)(C)C)OC ((±)-4-[1-Cyano-2-(3,5-dichloro-4-pyridyl)ethyl]-2,2-dimethyl-7-methoxy-2,3-dihydrobenzofuran). Yield: 23.8%. RXN SMILES: [Cl:1][C:2]1[CH:3]=[N:4][CH:5]=[C:6]([Cl:23])[C:7]=1[CH2:8][CH2:9][C:10]1[C:15]2[CH2:16][C:17]([CH3:20])([CH3:19])[O:18][C:14]=2[C:13]([O:21][CH3:22])=[CH:12][CH:11]=1.ClC1[CH:26]=[N:27]C=C(Cl)C=1CC(C1C2CC(C)(C)OC=2C(OC)=CC=1)O.C[Si](C#N)(C)C.C(=O)(O)[O-].[Na+]>C(Cl)Cl>[C:26]([CH:9]([C:10]1[C:15]2[CH2:16][C:17]([CH3:20])([CH3:19])[O:18][C:14]=2[C:13]([O:21][CH3:22])=[CH:12][CH:11]=1)[CH2:8][C:7]1[C:6]([Cl:23])=[CH:5][N:4]=[CH:3][C:2]=1[Cl:1])#[N:27] |f:3.4|. Reported procedure: A solution (70 ml) obtained in Step A of Example 45 of Compound 45a (2.5 g) in methylene chloride was cooled to 0° C. and then trimethylsilylcyanide (5.4 ml) and boron trifluoride ether complex (2.5 ml) were successively added thereto, followed by stirring at 0° C. for 2 hours. The reaction solution was poured into a saturated aqueous solution of sodium bicarbonate and the mixture was extracted with chloroform. The organic layer was washed with a saturated saline and dried over anhydrous magnesi... Reactants: C1(=CC=CC=C1)C=1N=C(OC1C1=CC=CC=C1)CCC1=CC=C(C=C1)O (4-[2-(4,5-diphenyl-2-oxazolyl)ethyl]phenol), BrCC(=O)OC (methyl bromoacetate), C([O-])([O-])=O.[K+].[K+] (potassium carbonate), [I-].[K+] (potassium iodide). Solvent: C(C)#N (acetonitrile), hexanes. Run at time 1 hour. The product is C1(=CC=CC=C1)C=1N=C(OC1C1=CC=CC=C1)CCC1=CC=C(OCC(=O)OC)C=C1 (methyl 2-[4-[2-(4,5-diphenyl-2-oxazolyl)ethyl]phenoxy]acetate). Yield: 103.4%. As a reaction SMILES: [C:1]1([C:7]2[N:8]=[C:9]([CH2:18][CH2:19][C:20]3[CH:25]=[CH:24][C:23]([OH:26])=[CH:22][CH:21]=3)[O:10][C:11]=2[C:12]2[CH:17]=[CH:16][CH:15]=[CH:14][CH:13]=2)[CH:6]=[CH:5][CH:4]=[CH:3][CH:2]=1.Br[CH2:28][C:29]([O:31][CH3:32])=[O:30].C(=O)([O-])[O-].[K+].[K+].[I-].[K+]>C(#N)C>[C:1]1([C:7]2[N:8]=[C:9]([CH2:18][CH2:19][C:20]3[CH:21]=[CH:22][C:23]([O:26][CH2:28][C:29]([O:31][CH3:32])=[O:30])=[CH:24][CH:25]=3)[O:10][C:11]=2[C:12]2[CH:17]=[CH:16][CH:15]=[CH:14][CH:13]=2)[CH:2]=[CH:3][CH:4]=[CH:5][CH:6]=1 |f:2.3.4,5.6|. Reported procedure: A mixture of 4-[2-(4,5-diphenyl-2-oxazolyl)ethyl]phenol (6.00 g, 17 mmol), methyl bromoacetate (2.96 g, 1.83 mL, 19 mmol), potassium carbonate (2.91 g, 21 mmol), potassium iodide (catalyic amount) and acetonitrile (80 mL) was stirred at reflux. After 1 hour, the mixture was cooled, filtered and the solvent removed to leave a crystalline solid that was tritrated with hexanes and filtered to give methyl 2-[4-[2-(4,5-diphenyl-2-oxazolyl)ethyl]phenoxy]acetate (7.27 g, 100%). An analytical sample was... Starting materials: O (Water), FC(C(=O)O)(F)F (trifluoroacetic acid), NC(=O)NC=1NC2=CC(=CC=C2C1C(=O)N)C#C (2-aminocarbonylamino-6-ethynylindole-3-carboxamide), NC(=O)NC=1NC2=CC(=CC=C2C1C(=O)N)C#C (2-aminocarbonylamino-6-ethynylindole-3-carboxamide), [OH-].[Na+] (Sodium hydroxide). Solvent: O1CCOCC1 (1,4-dioxane). Reaction conditions: temperature 95 celsius, time 5 hour. Yields the product C(C)(=O)C1=CC=C2C(=C(NC2=C1)NC(=O)N)C(=O)N (6-Acetyl-2-aminocarbonylaminoindole-3-carboxamide). Isolated yield 55.6%. Reaction SMILES: O.FC(F)(F)C(O)=[O:5].[NH2:9][C:10]([NH:12][C:13]1[NH:14][C:15]2[C:20]([C:21]=1[C:22]([NH2:24])=[O:23])=[CH:19][CH:18]=[C:17]([C:25]#[CH:26])[CH:16]=2)=[O:11].[OH-].[Na+]>O1CCOCC1>[C:25]([C:17]1[CH:16]=[C:15]2[C:20]([C:21]([C:22]([NH2:24])=[O:23])=[C:13]([NH:12][C:10]([NH2:9])=[O:11])[NH:14]2)=[CH:19][CH:18]=1)(=[O:5])[CH3:26] |f:3.4|. Reported procedure: Water (6 μl L, 0.25 mmol) and trifluoroacetic acid (150 μL, 2.0 mmol) were added to a solution of 2-aminocarbonylamino-6-ethynylindole-3-carboxamide (Compound 10-1, 20 mg, 0.083 mmol) in 1,4-dioxane (2 mL), the mixture was stirred at 95° C. for 5 hours. 1 N Sodium hydroxide aqueous solution (2 mL) was added to the reaction mixture under ice-cooling, and the whole was extracted with ethyl acetate (20 mL). The organic layer was washed with brine (10 mL), and dried over anhydrous magnesium sulfate....